This data is from the Open Reaction Database (ORD), a public repository of structured organic reaction records. The task is: describe an organic reaction: reactants, conditions, products, and yield The reactants are COC(=O)c1c(C)cccc1Br, ClC(Cl)(Cl)Cl, CC(C)(C#N)N=NC(C)(C)C#N, O=C1CCC(=O)N1Br. Yields the product COC(=O)c1c(Br)cccc1CBr. Reaction SMILES: [CH3:1][O:2][C:3]([c:4]1[c:5]([Br:11])[cH:6][cH:7][cH:8][c:9]1[CH3:10])=[O:12].[Cl:33][C:34]([Cl:35])([Cl:36])[Cl:37].[N:21]#[C:22][C:23]([N:24]=[N:25][C:26]([C:27]#[N:28])([CH3:29])[CH3:30])([CH3:31])[CH3:32].[O:13]=[C:14]1[N:15]([Br:20])[C:16](=[O:17])[CH2:18][CH2:19]1>>[CH3:1][O:2][C:3]([c:4]1[c:5]([Br:11])[cH:6][cH:7][cH:8][c:9]1[CH2:10][Br:20])=[O:12]. Starting materials: CCOC(C)=O, CCOC(C)=O, Cl, CC(C)(C)OC(=O)N1CCC(Oc2cc(N3CCc4cc(NC(=O)C5CCCO5)ccc43)ncn2)CC1. Product: Cl, O=C(Nc1ccc2c(c1)CCN2c1cc(OC2CCNCC2)ncn1)C1CCCO1. RXN SMILES: [C:38]([O:39][CH2:40][CH3:41])(=[O:42])[CH3:43].[CH3:45][CH2:46][O:47][C:48](=[O:49])[CH3:50].[ClH:44].[O:1]1[CH:2]([C:6](=[O:7])[NH:8][c:9]2[cH:10][c:11]3[c:15]([cH:16][cH:17]2)[N:14]([c:18]2[cH:19][c:20]([O:24][CH:25]4[CH2:26][CH2:27][N:28]([C:31]([O:32][C:33]([CH3:34])([CH3:35])[CH3:36])=[O:37])[CH2:29][CH2:30]4)[n:21][cH:22][n:23]2)[CH2:13][CH2:12]3)[CH2:3][CH2:4][CH2:5]1>>[ClH:44].[O:1]1[CH:2]([C:6](=[O:7])[NH:8][c:9]2[cH:10][c:11]3[c:15]([cH:16][cH:17]2)[N:14]([c:18]2[cH:19][c:20]([O:24][CH:25]4[CH2:26][CH2:27][NH:28][CH2:29][CH2:30]4)[n:21][cH:22][n:23]2)[CH2:13][CH2:12]3)[CH2:3][CH2:4][CH2:5]1. Reported procedure: Into a 100-mL round-bottom flask, was placed a solution of tert-butyl 3-(3-(4-(piperidin-1-yl)-2-(6-(1-(3-(trifluoromethyl)phenyl)ethylamino)pyrimidin-4-yl)phenylcarbamoyl)benzylthio)-propanoate (90 mg, 0.13 mmol, 1.00 equiv) in dichloromethane (4 mL), and 2,2,2-trifluoroacetic acid (2 mL). The resulting solution was stirred for 2 h at 30° C. The resulting mixture was concentrated under vacuum. The crude product (80 mg) was purified by reverse phase HPLC eluting with a water/CH3CN gradient conta... The solvent is ClCCl (dichloromethane). The product is N1(CCCCC1)C1=CC(=C(C=C1)NC(=O)C=1C=C(CSCCC(=O)O)C=CC1)C1=NC=NC(=C1)NC(C)C1=CC(=CC=C1)C(F)(F)F (3-(3-(4-(piperidin-1-yl)-2-(6-(1-(3-(trifluoromethyl)phenyl)ethylamino)-pyrimidin-4-yl)phenylcarbamoyl)benzylthio)propanoic acid). The reactants are N1(CCCCC1)C1=CC(=C(C=C1)NC(=O)C=1C=C(CSCCC(=O)OC(C)(C)C)C=CC1)C1=NC=NC(=C1)NC(C)C1=CC(=CC=C1)C(F)(F)F (tert-butyl 3-(3-(4-(piperidin-1-yl)-2-(6-(1-(3-(trifluoromethyl)phenyl)ethylamino)pyrimidin-4-yl)phenylcarbamoyl)benzylthio)-propanoate), FC(C(=O)O)(F)F (2,2,2-trifluoroacetic acid). Reaction SMILES: [N:1]1([C:7]2[CH:12]=[CH:11][C:10]([NH:13][C:14]([C:16]3[CH:17]=[C:18]([CH:30]=[CH:31][CH:32]=3)[CH2:19][S:20][CH2:21][CH2:22][C:23]([O:25]C(C)(C)C)=[O:24])=[O:15])=[C:9]([C:33]3[CH:38]=[C:37]([NH:39][CH:40]([C:42]4[CH:47]=[CH:46][CH:45]=[C:44]([C:48]([F:51])([F:50])[F:49])[CH:43]=4)[CH3:41])[N:36]=[CH:35][N:34]=3)[CH:8]=2)[CH2:6][CH2:5][CH2:4][CH2:3][CH2:2]1.FC(F)(F)C(O)=O>ClCCl>[N:1]1([C:7]2[CH:12]=[CH:11][C:10]([NH:13][C:14]([C:16]3[CH:17]=[C:18]([CH:30]=[CH:31][CH:32]=3)[CH2:19][S:20][CH2:21][CH2:22][C:23]([OH:25])=[O:24])=[O:15])=[C:9]([C:33]3[CH:38]=[C:37]([NH:39][CH:40]([C:42]4[CH:47]=[CH:46][CH:45]=[C:44]([C:48]([F:51])([F:50])[F:49])[CH:43]=4)[CH3:41])[N:36]=[CH:35][N:34]=3)[CH:8]=2)[CH2:6][CH2:5][CH2:4][CH2:3][CH2:2]1. Reaction conditions: temperature 30 celsius, time 2 hour. Reactants: FC(OC1=NC(=NC(=C1)O)SC)F (4-difluoromethoxy-6-hydroxy-2-methylthiopyrimidine), ClC(F)F (chlorodifluoromethane), O (water), O1CCOCC1 (dioxane). The reagents and catalysts are C1COCCOCCOCCOCCOCCO1 (18-crown-6). Run in [OH-].[K+] (potassium hydroxide). Reaction conditions: temperature 40 celsius. The product is FC(OC1=NC(=NC(=C1)OC(F)F)SC)F (4,6-bis-difluoromethoxy-2-methylthiopyrimidine). Isolated yield 86.7%. Reaction SMILES: [F:1][CH:2]([F:13])[O:3][C:4]1[CH:9]=[C:8]([OH:10])[N:7]=[C:6]([S:11][CH3:12])[N:5]=1.O.O1CCOCC1.Cl[CH:22]([F:24])[F:23]>[OH-].[K+].C1OCCOCCOCCOCCOCCOC1>[F:13][CH:2]([F:1])[O:3][C:4]1[CH:9]=[C:8]([O:10][CH:22]([F:24])[F:23])[N:7]=[C:6]([S:11][CH3:12])[N:5]=1 |f:4.5|. Procedure: 14.0 g (0.067 mole) of 4-difluoromethoxy-6-hydroxy-2-methylthiopyrimidine are suspended in 18 ml of 50% potassium hydroxide solution, 10 ml of water and 160 ml of dioxane. After the addition of 0.5 g of 18-crown-6, the reaction mixture is heated to 40° C., and 20 g of chlorodifluoromethane are subsequently introduced over 5 hours. The aqueous phase is then separated and the organic phase is distilled under a high vacuum, affording 15.0 g (86.4% of theory) of 4,6-bis-difluoromethoxy-2-methylthiop... Reaction conditions: time 24 hour. RXN SMILES: [CH3:1][C@:2]12[CH2:10][CH2:9][C:8]3[C:11]4[CH:12]=[CH:13][C:14]([O:19][CH3:20])=[CH:15][C:16]=4[CH2:17][CH2:18][C:7]=3[C:6]1=[CH:5][CH2:4][C:3]2=[O:21]>O1CCOCC1.[Ni]>[CH3:1][C@:2]12[CH2:10][CH2:9][C:8]3[C:11]4[CH:12]=[CH:13][C:14]([O:19][CH3:20])=[CH:15][C:16]=4[CH2:17][CH2:18][C:7]=3[C@@H:6]1[CH2:5][CH2:4][C:3]2=[O:21]. Reactants: C[C@]12C(CC=C2C2=C(CC1)C=1C=CC(=CC1CC2)OC)=O (13β-methyl-3-methoxygona-1,3,5(10),8,14-pentaen-17-one). Product: C[C@]12C(CC[C@H]2C2=C(CC1)C=1C=CC(=CC1CC2)OC)=O (13β-Methyl-3-methoxygona-1,3,5(10),8-tetraen-17-one). Procedure details: Dissolve 13β-methyl-3-methoxygona-1,3,5(10),8,14-pentaen-17-one (1 g) in dioxan (33 cc). To the solution add Raney nickel catalyst (ca. 0.5 g) which has been prepared by the method of Pavlic and Adkins, J. Amer. Chem. Soc., 1946, 68, 1471 and allow to stand for 24 hours. Hydrogenate at room temperature and pressure until the theoretical amount of hydrogen (92 cc) for saturation of one ethylenic linkage has been absorbed. Towards the end of this period (5 hours) the rate of hydrogenation drops ma... The reagents and catalysts are [Ni] (Raney nickel). Run in O1CCOCC1 (dioxan). The yield is 68.5%.